From a dataset of the Open Reaction Database (ORD), a public repository of structured organic reaction records. describe an organic reaction: reactants, conditions, products, and yield The reactants are COc1cc2c(Cl)ncnc2cc1OCc1ccccc1, CC(C)O, COC(=O)Oc1cc(N)c(F)cc1C. Product: COC(=O)Oc1cc(Nc2ncnc3cc(OCc4ccccc4)c(OC)cc23)c(F)cc1C. Reaction SMILES: [CH2:1]([c:2]1[cH:3][cH:4][cH:5][cH:6][cH:7]1)[O:8][c:9]1[c:10]([O:20][CH3:21])[cH:11][c:12]2[c:13]([Cl:19])[n:14][cH:15][n:16][c:17]2[cH:18]1.[CH:36]([OH:37])([CH3:38])[CH3:39].[F:22][c:23]1[c:24]([NH2:25])[cH:26][c:27]([O:31][C:32](=[O:33])[O:34][CH3:35])[c:28]([CH3:30])[cH:29]1>>[CH2:1]([c:2]1[cH:3][cH:4][cH:5][cH:6][cH:7]1)[O:8][c:9]1[c:10]([O:20][CH3:21])[cH:11][c:12]2[c:13]([NH:25][c:24]3[c:23]([F:22])[cH:29][c:28]([CH3:30])[c:27]([O:31][C:32](=[O:33])[O:34][CH3:35])[cH:26]3)[n:14][cH:15][n:16][c:17]2[cH:18]1. The reactants are [N+](=O)([O-])C1=CC=C(C=N1)OC1CN(C1)C(=O)OC(C)(C)C (tert-Butyl 3-(6-Nitropyridin-3-yloxy)azetidine-1-carboxylate), C(C)(=O)OCC (ethyl acetate). The reagents and catalysts are [Pt]=O (platinum oxide). Solvent: C(C)O (ethanol). Conditions: time 20 hour. Product: NC1=CC=C(C=N1)OC1CN(C1)C(=O)OC(C)(C)C (tert-Butyl 3-(6-Aminopyridin-3-yloxy)azetidine-1-carboxylate). The yield is 111.7%. As a reaction SMILES: [N+:1]([C:4]1[N:9]=[CH:8][C:7]([O:10][CH:11]2[CH2:14][N:13]([C:15]([O:17][C:18]([CH3:21])([CH3:20])[CH3:19])=[O:16])[CH2:12]2)=[CH:6][CH:5]=1)([O-])=O.C(OCC)(=O)C>[Pt]=O.C(O)C>[NH2:1][C:4]1[N:9]=[CH:8][C:7]([O:10][CH:11]2[CH2:14][N:13]([C:15]([O:17][C:18]([CH3:21])([CH3:20])[CH3:19])=[O:16])[CH2:12]2)=[CH:6][CH:5]=1. Reported procedure: A 250-mL Parr reactor bottle was purged with nitrogen and charged with platinum oxide (200 mg), 251a (2.00 g, 6.78 mmol), ethyl acetate (30 mL) and ethanol (30 mL). The bottle was attached to a Parr hydrogenator, evacuated, charged with hydrogen gas to a pressure of 50 psi and shaken for 20 h. After this time, the hydrogen was evacuated, and nitrogen was charged into the bottle. Celite 521 (10.0 g) was added, and the mixture was filtered through a pad of Celite 521. The filter cake was washed wi...